Dataset: the Open Reaction Database (ORD), a public repository of structured organic reaction records. Task: describe an organic reaction: reactants, conditions, products, and yield Starting materials: OCCNC1(CC1)C(=O)OCC (ethyl 1-((2-hydroxyethyl)amino)cyclopropanecarboxylate), C1=CN(C=N1)C(=O)N2C=CN=C2 (CDI). Solvent: C1CCOC1 (THF). Reaction conditions: time 15 hour. Yields the product O=C1OCCN1C1(CC1)C(=O)OCC (ethyl 1-(2-oxooxazolidin-3-yl)cyclopropanecarboxylate). Yield: 96.6%. As a reaction SMILES: [OH:1][CH2:2][CH2:3][NH:4][C:5]1([C:8]([O:10][CH2:11][CH3:12])=[O:9])[CH2:7][CH2:6]1.C1N=CN([C:18](N2C=NC=C2)=[O:19])C=1>C1COCC1>[O:19]=[C:18]1[N:4]([C:5]2([C:8]([O:10][CH2:11][CH3:12])=[O:9])[CH2:7][CH2:6]2)[CH2:3][CH2:2][O:1]1. Procedure: A mixture of ethyl 1-((2-hydroxyethyl)amino)cyclopropanecarboxylate (0.180 g, 1.039 mmol) and CDI (0.177 g, 1.091 mmol) in THF (5 mL) was stirred at room temperature for 15 h, then heated to reflux for 15 h. The solvent was removed and the residue was purified with silica gel chromatography to yield ethyl 1-(2-oxooxazolidin-3-yl)cyclopropanecarboxylate (0.2 g). A solution of LiOH (0.048 g) in water (3 mL) was added to a solution of ethyl 1-(2-oxooxazolidin-3-yl)cyclopropanecarboxylate (0.2 g, 1.... Starting materials: COC(CC1=CC=C(C=C1)Br)=O ((4-bromophenyl)acetic acid methyl ester), CC(C)([O-])C.[K+] (potassium t-butoxide), C(C)(C)Br (Isopropyl bromide). The solvent is CN(C)C=O (DMF). Reaction conditions: time 3 hour. Yields the product COC(C(C(C)C)C1=CC=C(C=C1)Br)=O (2-(4-bromophenyl)3-methylbutyric acid methyl ester). As a reaction SMILES: [CH3:1][O:2][C:3](=[O:12])[CH2:4][C:5]1[CH:10]=[CH:9][C:8]([Br:11])=[CH:7][CH:6]=1.[CH3:13][C:14](C)([O-])[CH3:15].[K+].C(Br)(C)C>CN(C=O)C>[CH3:1][O:2][C:3](=[O:12])[CH:4]([C:5]1[CH:10]=[CH:9][C:8]([Br:11])=[CH:7][CH:6]=1)[CH:14]([CH3:15])[CH3:13] |f:1.2|. Procedure: The (4-bromophenyl)acetic acid methyl ester in the Step 1 and potassium t-butoxide (4.8 g, 1 eq) were dissolved in 200 ml DMF at 0° C. Isopropyl bromide (4 ml. 1 eq) was added into the mixture and stirred at room temperature for 3 hours. When the reaction was completed, the mixture was extracted 3 times with ethyl acetate and water, and washed with saline solution. After the organic layer was dried with anhydrous and the solvent was removed at low pressures, the target compound 2-(4-bromophenyl)... The reactants are ClCCCC1=NOC2=C1C=CC(=C2)F (3-(3-chloropropyl)-6-fluoro-1,2-benzisoxazole), FC1=CC=C(C=C1)N1CCNCC1 (1-(4-fluorophenyl)piperazine), C([O-])([O-])=O.[K+].[K+] (potassium carbonate), [I-].[K+] (potassium iodide), product, C(C(=O)O)(=O)O (oxalic acid). The solvent is CN(C=O)C (dimethylformamide). Yields the product C(C(=O)O)(=O)O.FC1=CC2=C(C(=NO2)CCCN2CCN(CC2)C2=CC=C(C=C2)F)C=C1 (1-[3-(6-Fluoro-1,2-benzisoxazol-3-yl)propyl]-4-(4-fluorophenyl) piperazine oxalate). Reaction SMILES: Cl[CH2:2][CH2:3][CH2:4][C:5]1[C:9]2[CH:10]=[CH:11][C:12]([F:14])=[CH:13][C:8]=2[O:7][N:6]=1.[F:15][C:16]1[CH:21]=[CH:20][C:19]([N:22]2[CH2:27][CH2:26][NH:25][CH2:24][CH2:23]2)=[CH:18][CH:17]=1.C(=O)([O-])[O-].[K+].[K+].[I-].[K+].[C:36]([OH:41])(=[O:40])[C:37]([OH:39])=[O:38]>CN(C)C=O>[C:36]([OH:41])(=[O:40])[C:37]([OH:39])=[O:38].[F:14][C:12]1[CH:11]=[CH:10][C:9]2[C:5]([CH2:4][CH2:3][CH2:2][N:25]3[CH2:24][CH2:23][N:22]([C:19]4[CH:18]=[CH:17][C:16]([F:15])=[CH:21][CH:20]=4)[CH2:27][CH2:26]3)=[N:6][O:7][C:8]=2[CH:13]=1 |f:2.3.4,5.6,9.10|. Procedure: A mixture of 5.0 g of 3-(3-chloropropyl)-6-fluoro-1,2-benzisoxazole, 4.0 g of 1-(4-fluorophenyl)piperazine, 10 g of potassium carbonate and a few crystals potassium iodide in 70 ml of dimethylformamide was stirred at 80° C. for 4.5 hr. The mixture was cooled, filtered and concentrated to an oil, which was stirred with water and extracted with ethyl acetate-ether. The organic extracts were washed with water (2×), saturated sodium chloride solution, and dried over anhydrous magnesium sulfate. The ...